Dataset: the Open Reaction Database (ORD), a public repository of structured organic reaction records. Task: describe an organic reaction: reactants, conditions, products, and yield Reactants: C1CCOC1, [Cl-], COc1ccc(CN(CC(=O)O)S(=O)(=O)c2ccc(OCCCCl)cc2)cc1, O=C(Cl)C(=O)Cl, ClCCl, N#N, NO, CN(C)C=O, O. Product: COc1ccc(CN(CC(=O)NO)S(=O)(=O)c2ccc(OCCCCl)cc2)cc1. RXN SMILES: [CH2:49]1[O:50][CH2:51][CH2:52][CH2:53]1.[Cl-:42].[Cl:1][CH2:2][CH2:3][CH2:4][O:5][c:6]1[cH:7][cH:8][c:9]([S:12](=[O:13])(=[O:14])[N:15]([CH2:16][c:17]2[cH:18][cH:19][c:20]([O:23][CH3:24])[cH:21][cH:22]2)[CH2:25][C:26](=[O:27])[OH:28])[cH:10][cH:11]1.[Cl:29][C:30]([C:31]([Cl:32])=[O:33])=[O:34].[Cl:45][CH2:46][Cl:47].[N:43]#[N:44].[NH2:40][OH:41].[O:35]=[CH:36][N:37]([CH3:38])[CH3:39].[OH2:48]>>[Cl:1][CH2:2][CH2:3][CH2:4][O:5][c:6]1[cH:7][cH:8][c:9]([S:12](=[O:13])(=[O:14])[N:15]([CH2:16][c:17]2[cH:18][cH:19][c:20]([O:23][CH3:24])[cH:21][cH:22]2)[CH2:25][C:26](=[O:28])[NH:40][OH:41])[cH:10][cH:11]1.